describe an organic reaction: reactants, conditions, products, and yield From a dataset of the Open Reaction Database (ORD), a public repository of structured organic reaction records. The reactants are CS(=O)(=O)CC=1C=C2C=CC=NC2=C(C1)Br (6-(methylsulfonylmethyl)-8-bromoquinoline), [N+](=O)([O-])C=1C=C(C=CC1)B(O)O (3-nitrobenzene boronic acid). Yields the product CS(=O)(=O)CC=1C=C2C=CC=NC2=C(C1)C1=CC(=CC=C1)[N+](=O)[O-] (6-(methylsulfonylmethyl)-8-(3-nitrophenyl)quinoline). Reaction SMILES: [CH3:1][S:2]([CH2:5][C:6]1[CH:7]=[C:8]2[C:13](=[C:14](Br)[CH:15]=1)[N:12]=[CH:11][CH:10]=[CH:9]2)(=[O:4])=[O:3].[N+:17]([C:20]1[CH:21]=[C:22](B(O)O)[CH:23]=[CH:24][CH:25]=1)([O-:19])=[O:18]>>[CH3:1][S:2]([CH2:5][C:6]1[CH:7]=[C:8]2[C:13](=[C:14]([C:24]3[CH:23]=[CH:22][CH:21]=[C:20]([N+:17]([O-:19])=[O:18])[CH:25]=3)[CH:15]=1)[N:12]=[CH:11][CH:10]=[CH:9]2)(=[O:4])=[O:3]. Procedure details: 6-(methylsulfonylmethyl)-8-bromoquinoline and 3-nitrobenzene boronic acid can be combined to form 6-(methylsulfonylmethyl)-8-(3-nitrophenyl)quinoline. Reactants: C=C1[C@@H](C(CCC1)(C)C)CC1=C(C(=C(C(=C1)OC)Br)O[SiH](C)C)C(C)(C)C ((2R)-1-methylidene-2-[2'-(tert-butyl)dimethylsilyloxy-4'-bromo-5'-methoxyphenyl]methyl-3,3-dimethylcyclohexane), alcohols, phenols, diastereomeric mixture, C=C1[C@@H](C([C@H](C[C@@H]1O)Br)(C)C)CC1=C(C=C(C(=C1)OC)Br)OC(C)=O ((1S,3S,5S)-4-methylidene-1-bromo-5-hydroxy-3-(2'-acetoxy-4'-bromo-5'-methyoxyphenyl)methyl-2,2-dimethylcyclohexane), [SiH3]C1=C(C=CC=C1)O (silylphenol). Yields the product alcohols, O[C@H]1C([C@@H](C(CC1)(C)C)CC1=C(C=C(C(=C1)OC)Br)O)=C ((1R,3R)-1-Hydroxy-2-methylidene-3-(2'-hydroxy-4'-bromo-5'-methoxyphenyl)methyl-4,4-dimethylcyclohexane). As a reaction SMILES: C=C1CCCC(C)(C)[C@H]1CC1C=C(OC)C(Br)=C(O[SiH](C)C)C=1C(C)(C)C.[CH2:28]=[C:29]1[C@@H:34]([OH:35])[CH2:33][C@H:32](Br)[C:31]([CH3:38])([CH3:37])[C@H:30]1[CH2:39][C:40]1[CH:45]=[C:44]([O:46][CH3:47])[C:43]([Br:48])=[CH:42][C:41]=1[O:49]C(=O)C.[SiH3]C1C=CC=CC=1O>>[OH:35][C@@H:34]1[CH2:33][CH2:32][C:31]([CH3:37])([CH3:38])[C@@H:30]([CH2:39][C:40]2[CH:45]=[C:44]([O:46][CH3:47])[C:43]([Br:48])=[CH:42][C:41]=2[OH:49])[C:29]1=[CH2:28]. Procedure: This set of diastereomeric alcohols was prepared from (2R)-1-methylidene-2-[2'-(tert-butyl)dimethylsilyloxy-4'-bromo-5'-methoxyphenyl]methyl-3,3-dimethylcyclohexane (48) (0.750 g, 1.66 mmol) in the manner previously described for the synthesis of alcohol 54, affording 741 mg (95%) of an inseparable 1:1 mixture of diastereomeric allylic alcohols. A portion (40 mg, 0.085 mmol) of this diastereomeric mixture was subjected to deprotection of the silylphenol in the usual manner, yielding mixture of f... The reactants are ClC1=NC=C(C=N1)[N+](=O)[O-] (2-chloro-5-nitro-pyrimidine), CS(=O)C (DMSO), Cl.N1CC(C1)O (azetidin-3-ol hydrochloride), CCN(C(C)C)C(C)C (DIPEA). The solvent is O (water), C(C)#N (acetonitrile). Conditions: time 1 hour. The product is [N+](=O)([O-])C=1C=NC(=NC1)N1CC(C1)O (1-(5-nitropyrimidin-2-yl)azetidin-3-ol). Isolated yield 105.2%. Reaction SMILES: Cl[C:2]1[N:7]=[CH:6][C:5]([N+:8]([O-:10])=[O:9])=[CH:4][N:3]=1.Cl.[NH:12]1[CH2:15][CH:14]([OH:16])[CH2:13]1.CCN(C(C)C)C(C)C.CS(C)=O>O.C(#N)C>[N+:8]([C:5]1[CH:4]=[N:3][C:2]([N:12]2[CH2:15][CH:14]([OH:16])[CH2:13]2)=[N:7][CH:6]=1)([O-:10])=[O:9] |f:1.2|. Procedure: 2-chloro-5-nitro-pyrimidine (100 mg, 0.63 mmol), azetidin-3-ol hydrochloride (137 mg, 1.25 mmol), DIPEA (0.44 mL, 2.51 mmol) and DMSO (2 mL) were combined and stirred at it for 1 hr. The reaction mixture was partitioned with brine (50 mL) and THF (50 mL). The organic (THF) layer was separated, and the aqueous layer was extracted with a further portion of THF (50 mL). The organic fractions were combined, dried (MgSO4) and concentrated in vacuo to give an oil. The oil was taken up in a mixture of ... Starting materials: FC(CNC(=O)C1(C2=CC=CC=C2OC=2C=CC=CC12)CCCCBr)(F)F (9-(4-bromo-butyl)-9H-xanthene-9-carboxylic acid-(2,2,2-trifluoro-ethyl)-amide), C[C@@H]1CN(C[C@@H](N1)C)C1=NC2=CC=CC=C2C=C1 (2-(cis-3,5-dimethyl-piperazin-1-yl)-quinoline). The product is FC(CNC(=O)C1(C2=CC=CC=C2OC=2C=CC=CC12)CCCCN1[C@H](CN(C[C@H]1C)C1=NC2=CC=CC=C2C=C1)C)(F)F (9-[4-(cis-2,6-dimethyl-4-quinolin-2-yl-piperazin-1-yl)-butyl]-9H-xanthene-9-carboxylic acid-(2,2,2-trifluoro-ethyl)-amide). RXN SMILES: [F:1][C:2]([F:27])([F:26])[CH2:3][NH:4][C:5]([C:7]1([CH2:21][CH2:22][CH2:23][CH2:24]Br)[C:20]2[CH:19]=[CH:18][CH:17]=[CH:16][C:15]=2[O:14][C:13]2[C:8]1=[CH:9][CH:10]=[CH:11][CH:12]=2)=[O:6].[CH3:28][C@H:29]1[NH:34][C@@H:33]([CH3:35])[CH2:32][N:31]([C:36]2[CH:45]=[CH:44][C:43]3[C:38](=[CH:39][CH:40]=[CH:41][CH:42]=3)[N:37]=2)[CH2:30]1>>[F:1][C:2]([F:27])([F:26])[CH2:3][NH:4][C:5]([C:7]1([CH2:21][CH2:22][CH2:23][CH2:24][N:34]2[C@H:33]([CH3:35])[CH2:32][N:31]([C:36]3[CH:45]=[CH:44][C:43]4[C:38](=[CH:39][CH:40]=[CH:41][CH:42]=4)[N:37]=3)[CH2:30][C@@H:29]2[CH3:28])[C:20]2[CH:19]=[CH:18][CH:17]=[CH:16][C:15]=2[O:14][C:13]2[C:8]1=[CH:9][CH:10]=[CH:11][CH:12]=2)=[O:6]. Procedure: Prepared analogously to Example 1 from 9-(4-bromo-butyl)-9H-xanthene-9-carboxylic acid-(2,2,2-trifluoro-ethyl)-amide and 2-(cis-3,5-dimethyl-piperazin-1-yl)-quinoline The reactants are FC1=C(C=C(C=C1)[N+](=O)[O-])I (1-fluoro-2-iodo-4-nitrobenzene), NC1CCN(CC1)C(=O)OCC1=CC=CC=C1 (benzyl 4-aminopiperidine-1-carboxylate). Product: IC1=C(C=CC(=C1)[N+](=O)[O-])NC1CCN(CC1)C(=O)OCC1=CC=CC=C1 (Benzyl 4-[(2-iodo-4-nitrophenyl)amino]piperidine-1-carboxylate). The yield is 64.0%. Reaction SMILES: F[C:2]1[CH:7]=[CH:6][C:5]([N+:8]([O-:10])=[O:9])=[CH:4][C:3]=1[I:11].[NH2:12][CH:13]1[CH2:18][CH2:17][N:16]([C:19]([O:21][CH2:22][C:23]2[CH:28]=[CH:27][CH:26]=[CH:25][CH:24]=2)=[O:20])[CH2:15][CH2:14]1>>[I:11][C:3]1[CH:4]=[C:5]([N+:8]([O-:10])=[O:9])[CH:6]=[CH:7][C:2]=1[NH:12][CH:13]1[CH2:14][CH2:15][N:16]([C:19]([O:21][CH2:22][C:23]2[CH:28]=[CH:27][CH:26]=[CH:25][CH:24]=2)=[O:20])[CH2:17][CH2:18]1. Procedure details: The desired compound was prepared according to the procedure of Example D83, step A, using 1-fluoro-2-iodo-4-nitrobenzene and benzyl 4-aminopiperidine-1-carboxylate as the starting materials in 64% yield. LCMS for C19H211N3O4 (M+H)+: m/z=482.0.